From a dataset of the Open Reaction Database (ORD), a public repository of structured organic reaction records. describe an organic reaction: reactants, conditions, products, and yield Isolated yield 18.8%. Reported procedure: Zinc chloride (2 g) was added in small portions over 75 min to a melt of 2,6-bis(chloromethyl)-4-chlorophenol (1.2 g) and 4-chloro-2-nitrophenol (3 g) at a temperature of 120°. The mixture was stirred at this temperature for approximately 1 hr. The black product was extracted several times with acetone and the extract filtered to remove black inorganic material. The acetone was removed by distillation under reduced pressure and the residue chromatographed on silica gel. Elution with hexane conta... Reaction conditions: time 1 hour. RXN SMILES: Cl[CH2:2][C:3]1[CH:8]=[C:7]([Cl:9])[CH:6]=[C:5]([CH2:10]Cl)[C:4]=1[OH:12].[Cl:13][C:14]1[CH:19]=[CH:18][C:17]([OH:20])=[C:16]([N+:21]([O-:23])=[O:22])[CH:15]=1>[Cl-].[Zn+2].[Cl-]>[Cl:13][C:14]1[CH:15]=[C:16]([N+:21]([O-:23])=[O:22])[C:17]([OH:20])=[C:18]([CH:19]=1)[CH2:2][C:3]1[CH:8]=[C:7]([Cl:9])[CH:6]=[C:5]([CH2:10][C:18]2[CH:19]=[C:14]([Cl:13])[CH:15]=[C:16]([N+:21]([O-:23])=[O:22])[C:17]=2[OH:20])[C:4]=1[OH:12] |f:2.3.4|. Reactants: ClCC1=C(C(=CC(=C1)Cl)CCl)O (2,6-bis(chloromethyl)-4-chlorophenol), ClC1=CC(=C(C=C1)O)[N+](=O)[O-] (4-chloro-2-nitrophenol). Yields the product ClC=1C=C(C(=C(CC2=C(C(=CC(=C2)Cl)CC2=C(C(=CC(=C2)Cl)[N+](=O)[O-])O)O)C1)O)[N+](=O)[O-] (2,6-Bis(5-chloro-2-hydroxy-3-nitrobenzyl)-4-chlorophenol). The reagents and catalysts are [Cl-].[Zn+2].[Cl-] (Zinc chloride). The reactants are COc1cc(Br)c(O)cc1C(=O)O, CCOCC, Cl, [Na+], O=[N+]([O-])[O-], O. Product: COc1cc(Br)c(O)c(N)c1C(=O)O. RXN SMILES: [Br:7][c:8]1[c:9]([OH:19])[cH:10][c:11]([C:12](=[O:13])[OH:14])[c:15]([O:17][CH3:18])[cH:16]1.[CH3:21][CH2:22][O:23][CH2:24][CH3:25].[ClH:6].[Na+:1].[O-:2][N+:3](=[O:4])[O-:5].[OH2:20]>>[NH2:3][c:10]1[c:9]([OH:19])[c:8]([Br:7])[cH:16][c:15]([O:17][CH3:18])[c:11]1[C:12](=[O:13])[OH:14]. The reactants are BrC=1C=CC(=C(C1)NC1CCN(CC1)C1CCOCC1)[N+](=O)[O-] (N-(5-bromo-2-nitrophenyl)-1-(tetrahydro-2H-pyran-4-yl)-4-piperidinamine), C(=C)[Sn](CCCC)(CCCC)CCCC (vinyl tri(n-butyl)tin), N#N (N2), C1(=CC=CC=C1)P(C1=CC=CC=C1)C1=CC=CC=C1 (triphenyl phosphine). The reagents and catalysts are C=1C=CC(=CC1)/C=C/C(=O)/C=C/C2=CC=CC=C2.C=1C=CC(=CC1)/C=C/C(=O)/C=C/C2=CC=CC=C2.[Pd] (bis(dibenzylidene acetone)palladium (0)). The solvent is C1(=CC=CC=C1)C (toluene). Reaction conditions: temperature 130 celsius. The product is C(=C)C=1C=CC(=C(C1)NC1CCN(CC1)C1CCOCC1)[N+](=O)[O-] (N-(5-ethenyl-2-nitrophenyl)-1-(tetrahydro-2H-pyran-4-yl)-4-piperidinamine). The yield is 67.0%. As a reaction SMILES: Br[C:2]1[CH:3]=[CH:4][C:5]([N+:21]([O-:23])=[O:22])=[C:6]([NH:8][CH:9]2[CH2:14][CH2:13][N:12]([CH:15]3[CH2:20][CH2:19][O:18][CH2:17][CH2:16]3)[CH2:11][CH2:10]2)[CH:7]=1.[CH:24]([Sn](CCCC)(CCCC)CCCC)=[CH2:25].N#N.C1(P(C2C=CC=CC=2)C2C=CC=CC=2)C=CC=CC=1>C1(C)C=CC=CC=1.C1C=CC(/C=C/C(/C=C/C2C=CC=CC=2)=O)=CC=1.C1C=CC(/C=C/C(/C=C/C2C=CC=CC=2)=O)=CC=1.[Pd]>[CH:24]([C:2]1[CH:3]=[CH:4][C:5]([N+:21]([O-:23])=[O:22])=[C:6]([NH:8][CH:9]2[CH2:14][CH2:13][N:12]([CH:15]3[CH2:20][CH2:19][O:18][CH2:17][CH2:16]3)[CH2:11][CH2:10]2)[CH:7]=1)=[CH2:25] |f:5.6.7|. Procedure details: To a mixture of N-(5-bromo-2-nitrophenyl)-1-(tetrahydro-2H-pyran-4-yl)-4-piperidinamine D24 (1.8 g, 0.0047 mol) and vinyl tri(n-butyl)tin (1.58 mL, 0.0054 mol) in toluene (70 mL) was added, under a positive flow of N2, triphenyl phosphine (0.295 g, 1.125 mmol) and bis(dibenzylidene acetone)palladium (0) (0.338 g, 0.675 mmol). The mixture was put under a N2 atmosphere and heated at 130° C. for 1.5 hours (LC/MS was used to monitor the reaction). After the reaction was completed the reaction mixtur... The reactants are COc1ccc(-c2n[nH]c(=S)nc2-c2ccc(OC)cc2)cc1, [Na+], [OH-], O, OO. Product: COc1ccc(-c2n[nH]c(=O)nc2-c2ccc(OC)cc2)cc1. Reaction SMILES: [CH3:1][O:2][c:3]1[cH:4][cH:5][c:6](-[c:9]2[n:10][c:11](=[S:23])[nH:12][n:13][c:14]2-[c:15]2[cH:16][cH:17][c:18]([O:21][CH3:22])[cH:19][cH:20]2)[cH:7][cH:8]1.[Na+:25].[OH-:24].[OH2:28].[OH:26][OH:27]>>[CH3:1][O:2][c:3]1[cH:4][cH:5][c:6](-[c:9]2[n:10][c:11](=[O:24])[nH:12][n:13][c:14]2-[c:15]2[cH:16][cH:17][c:18]([O:21][CH3:22])[cH:19][cH:20]2)[cH:7][cH:8]1. Reactants: C(CCC)N(CCCC)CCCC (tributylamine), [O-]P([O-])(=O)OP(=O)([O-])[O-].C(CCC)[NH+](CCCC)CCCC.C(CCC)[NH+](CCCC)CCCC.C(CCC)[NH+](CCCC)CCCC.C(CCC)[NH+](CCCC)CCCC (tributylammonium pyrophosphate), II (I2), N1=CC=CC=C1.O (pyridine H2O), ClP1OC2=C(C(O1)=O)C=CC=C2 (2-chloro-4 H-1,3,2-benzodioxaphosphorin-4-one), O1CCOCC1 (1,4-dioxane), C(C)(=O)O[C@@]1([C@@H](O[C@@H](C1)CO)N1C(=O)N=C(N)C=C1)O (3′-deoxy-2′-acetoxycytidine). Solvent: CN(C)C=O (DMF), N1=CC=CC=C1 (pyridine), CN(C)C=O (DMF). Run at time 30 minute. Product: [NH4+].[NH4+].[NH4+].P([O-])(=O)(OP(=O)([O-])OP(=O)([O-])O)OC[C@@H]1C[C@H]([C@@H](O1)N1C(=O)N=C(N)C=C1)O (3′-deoxycytidine 5′-triphosphate triammonium salt). Yield: 69.0%. As a reaction SMILES: C([O:4][C@@:5]1(O)[CH2:9][C@@H:8]([CH2:10][OH:11])[O:7][C@H:6]1[N:12]1[CH:19]=[CH:18][C:16]([NH2:17])=[N:15][C:13]1=[O:14])(=O)C.Cl[P:22]1[O:27]C(=O)C2C=CC=CC=2[O:23]1.O1CCOCC1.C(N(CCCC)CCCC)CCC.[O-:52][P:53]([O:56][P:57]([O-])([O-:59])=[O:58])(=[O:55])[O-:54].C([NH+](CCCC)CCCC)CCC.C([NH+](CCCC)CCCC)CCC.C([NH+](CCCC)CCCC)CCC.C([NH+](CCCC)CCCC)CCC.II.N1C=CC=CC=1.[OH2:121]>CN(C=O)C.N1C=CC=CC=1>[NH4+:12].[NH4+:12].[NH4+:12].[P:22]([O:11][CH2:10][C@H:8]1[O:7][C@@H:6]([N:12]2[CH:19]=[CH:18][C:16]([NH2:17])=[N:15][C:13]2=[O:14])[C@H:5]([OH:4])[CH2:9]1)([O:27][P:57]([O:56][P:53]([OH:55])([O-:54])=[O:52])([O-:59])=[O:58])(=[O:121])[O-:23] |f:4.5.6.7.8,10.11,14.15.16.17|. Procedure details: To a stirring suspension of 3′-deoxy-2′-acetoxycytidine (15.0 mg, 0.056 mmol) in dry DMF (0.60 ml) was added dry pyridine (0.20 ml) followed by a freshly prepared solution of 2-chloro-4 H-1,3,2-benzodioxaphosphorin-4-one 0.5 M in 1,4-dioxane (111 μl, 0.056 mmol). The mixture was stirred 30 minutes at room temperature, then tributylamine (36 μl, 0.152 mmol) and a solution of tributylammonium pyrophosphate 0.5 M in DMF (101 μl, 0.051 mmol) were added simultaneously. The mixture was stirred another... Reactants: [N+](=O)([O-])C1=CC=C(C=C)C=C1 (p-nitrostyrene), O=[O+][O-] (ozone). The solvent is CO (methanol). Product: [N+](=O)([O-])C1=CC=C(C=O)C=C1 (p-nitrobenzaldehyde). As a reaction SMILES: [N+:1]([C:4]1[CH:11]=[CH:10][C:7]([CH:8]=C)=[CH:6][CH:5]=1)([O-:3])=[O:2].[O:12]=[O+][O-]>CO>[N+:1]([C:4]1[CH:11]=[CH:10][C:7]([CH:8]=[O:12])=[CH:6][CH:5]=1)([O-:3])=[O:2]. Procedure: 224 g of p-nitrostyrene are dissolved in 1 liter of methanol and reacted with ozone and subsequently hydrogenated analogously to the procedure indicated in Example 1. The absorption of hydrogen is 31.4 standard liters, corresponding to 93.4% of theory. The product is CNC(=O)c1cccc(Cl)c1Nc1nc(Nc2ccc3c(c2)N(C)CCNC3)ncc1Cl. The reactants are C1COCCO1, CN1CCNCc2ccc(N)cc21, COCCO, CNC(=O)c1cccc(Cl)c1Nc1nc(Cl)ncc1Cl, Cl, O=C([O-])[O-]. As a reaction SMILES: [CH2:44]1[O:45][CH2:46][CH2:47][O:48][CH2:49]1.[CH3:1][N:2]1[CH2:3][CH2:4][NH:5][CH2:6][c:7]2[c:8]1[cH:9][c:10]([NH2:13])[cH:11][cH:12]2.[CH3:39][O:40][CH2:41][CH2:42][OH:43].[Cl:14][c:15]1[c:16]([NH:25][c:26]2[n:27][c:28]([Cl:33])[n:29][cH:30][c:31]2[Cl:32])[c:17]([C:18](=[O:19])[NH:20][CH3:21])[cH:22][cH:23][cH:24]1.[ClH:34].[O-:35][C:36](=[O:37])[O-:38]>>[CH3:1][N:2]1[CH2:3][CH2:4][NH:5][CH2:6][c:7]2[c:8]1[cH:9][c:10]([NH:13][c:28]1[n:27][c:26]([NH:25][c:16]3[c:15]([Cl:14])[cH:24][cH:23][cH:22][c:17]3[C:18](=[O:19])[NH:20][CH3:21])[c:31]([Cl:32])[cH:30][n:29]1)[cH:11][cH:12]2.